From a dataset of the Open Reaction Database (ORD), a public repository of structured organic reaction records. describe an organic reaction: reactants, conditions, products, and yield Reactants: COC1=CC=C(C=C1)N (p-anisidine), NC(=O)N (urea), [OH-].[Na+] (sodium hydroxide), [N+](=O)([O-])[O-].[K+] (potassium nitrate). Solvent: S(O)(O)(=O)=O (sulfuric acid), C(C)(=O)OCC (Ethyl acetate), S(O)(O)(=O)=O (sulfuric acid). Reaction conditions: temperature 7.5 celsius, time 1 hour. Yields the product COC1=C(C=C(C=C1)N)[N+](=O)[O-] (4-methoxy-3-nitro-phenylamine). The yield is 76.5%. Reaction SMILES: [CH3:1][O:2][C:3]1[CH:8]=[CH:7][C:6]([NH2:9])=[CH:5][CH:4]=1.NC(N)=O.[N+:14]([O-])([O-:16])=[O:15].[K+].[OH-].[Na+]>S(=O)(=O)(O)O.C(OCC)(=O)C>[CH3:1][O:2][C:3]1[CH:8]=[CH:7][C:6]([NH2:9])=[CH:5][C:4]=1[N+:14]([O-:16])=[O:15] |f:2.3,4.5|. Procedure details: To a stirred solution of 30.0 g (244 mmol) p-anisidine in 105 ml concentrated sulfuric acid at 0° C. was added 17.6 g (292 mmol) urea. After stirring for 1 h, a solution of 27.1 g (268 mmol) potassium nitrate in 47 ml concentrated sulfuric acid was then added dropwise over 1 h while the reaction mixture was maintained at 5-10° C. The mixture was then poured onto ice, and sodium hydroxide pellets added portionwise with stirring until the pH was 14. Ethyl acetate was then added and the phases were... The reactants are C(C)(C)(C)OC(=O)N(C(OC(C)(C)C)=O)C=1C(S(C([C@@](N1)(C)C1=C(C=CC(=C1)[N+](=O)[O-])F)(C)CCO)(=O)=O)(C)C (tert-butyl N-tert-butoxycarbonyl-N-[(5R)-5-(2-fluoro-5-nitro-phenyl)-6-(2-hydroxyethyl)-2,2,5,6-tetramethyl-1,1-dioxo-1,4-thiazin-3-yl]carbamate), C([O-])([O-])=O.[Cs+].[Cs+] (cesium carbonate), C([O-])([O-])=O.[Cs+].[Cs+] (cesium carbonate). The solvent is [NH4+].[Cl-] (NH4Cl), CN(C)C=O (DMF). Reaction conditions: time 7 hour. The product is CC1(C(=N[C@]2(C(S1(=O)=O)(CCOC1=C2C=C(C=C1)[N+](=O)[O-])C)C)N(C(OC(C)(C)C)=O)C(=O)OC(C)(C)C)C (tert-butyl N-[(11bR)-3,3,4a,11b-tetramethyl-10-nitro-4,4-dioxo-5,6-dihydro-[1]benzoxepino[4,5-b][1,4]thiazin-2-yl]-N-tert-butoxycarbonyl-carbamate). The yield is 43.2%. RXN SMILES: [C:1]([O:5][C:6]([N:8]([C:16]1[C:17]([CH3:40])([CH3:39])[S:18](=[O:38])(=[O:37])[C:19]([CH2:34][CH2:35][OH:36])([CH3:33])[C@:20]([C:23]2[CH:28]=[C:27]([N+:29]([O-:31])=[O:30])[CH:26]=[CH:25][C:24]=2F)([CH3:22])[N:21]=1)[C:9](=[O:15])[O:10][C:11]([CH3:14])([CH3:13])[CH3:12])=[O:7])([CH3:4])([CH3:3])[CH3:2].C(=O)([O-])[O-].[Cs+].[Cs+]>CN(C=O)C.[NH4+].[Cl-]>[CH3:40][C:17]1([CH3:39])[S:18](=[O:38])(=[O:37])[C:19]2([CH3:33])[CH2:34][CH2:35][O:36][C:24]3[CH:25]=[CH:26][C:27]([N+:29]([O-:31])=[O:30])=[CH:28][C:23]=3[C@@:20]2([CH3:22])[N:21]=[C:16]1[N:8]([C:6]([O:5][C:1]([CH3:3])([CH3:4])[CH3:2])=[O:7])[C:9](=[O:15])[O:10][C:11]([CH3:14])([CH3:13])[CH3:12] |f:1.2.3,5.6|. Procedure details: To a solution of crude tert-butyl N-tert-butoxycarbonyl-N-[(5R)-5-(2-fluoro-5-nitro-phenyl)-6-(2-hydroxyethyl)-2,2,5,6-tetramethyl-1,1-dioxo-1,4-thiazin-3-yl]carbamate (0.18 g, 0.31 mmol) in DMF (1.8 ml) was added cesium carbonate (0.25 g, 0.77 mmol). The resulting mixture was stirred at ambient temperature for 7 h. Extra cesium carbonate (0.36 g) was added and the mixture was stirred at ambient temperature overnight. The reaction mixture was diluted with 30 ml of saturated NH4Cl and extracted w...